Dataset: the Open Reaction Database (ORD), a public repository of structured organic reaction records. Task: describe an organic reaction: reactants, conditions, products, and yield The reactants are CCOC(=O)CC1CCc2cc(OCCc3nc(-c4ccc(Br)cc4)oc3C)ccc21, COc1ncc(B(O)O)c(OC)n1, Cc1ccccc1, [Na+], [Na+], O=C([O-])[O-], C1COCCO1, [Pd+2]. Product: CCOC(=O)CC1CCc2cc(OCCc3nc(-c4ccc(-c5cnc(OC)nc5OC)cc4)oc3C)ccc21. RXN SMILES: [CH2:1]([CH3:2])[O:3][C:4]([CH2:5][CH:6]1[CH2:7][CH2:8][c:9]2[cH:10][c:11]([O:15][CH2:16][CH2:17][c:18]3[n:19][c:20](-[c:24]4[cH:25][cH:26][c:27]([Br:30])[cH:28][cH:29]4)[o:21][c:22]3[CH3:23])[cH:12][cH:13][c:14]21)=[O:31].[CH3:32][O:33][c:34]1[n:35][cH:36][c:37]([B:42]([OH:43])[OH:44])[c:38]([O:40][CH3:41])[n:39]1.[CH3:51][c:52]1[cH:53][cH:54][cH:55][cH:56][cH:57]1.[Na+:45].[Na+:46].[O-:47][C:48](=[O:49])[O-:50].[O:58]1[CH2:59][CH2:60][O:61][CH2:62][CH2:63]1.[Pd+2:64]>>[CH2:1]([CH3:2])[O:3][C:4]([CH2:5][CH:6]1[CH2:7][CH2:8][c:9]2[cH:10][c:11]([O:15][CH2:16][CH2:17][c:18]3[n:19][c:20](-[c:24]4[cH:25][cH:26][c:27](-[c:37]5[cH:36][n:35][c:34]([O:33][CH3:32])[n:39][c:38]5[O:40][CH3:41])[cH:28][cH:29]4)[o:21][c:22]3[CH3:23])[cH:12][cH:13][c:14]21)=[O:31]. Conditions: temperature 60 celsius, time 8.5 hour. Reported procedure: Sodium ethoxide (34 mg) and 3-chloro-N-methyl-N-phenylpropionamide (148 mg) were added to a ethanol solution (5 ml) of 1-methyl-6-{3-[(pyridin-4-ylmethyl)amino]propoxy}-1H-quinolin-2-one (161 mg), and stirred at 60° C. for 8.5 hours. The reaction mixture was concentrated under reduced pressure. The residue was purified by silica gel column chromatography (ethyl acetate: methanol=10:0→4:1). The purified product was condensed under reduced pressure to give the title compound (5.6 mg) as a colorles... Reactants: [O-]CC.[Na+] (Sodium ethoxide), ClCCC(=O)N(C1=CC=CC=C1)C (3-chloro-N-methyl-N-phenylpropionamide), CN1C(C=CC2=CC(=CC=C12)OCCCNCC1=CC=NC=C1)=O (1-methyl-6-{3-[(pyridin-4-ylmethyl)amino]propoxy}-1H-quinolin-2-one). Run in C(C)O (ethanol). Yields the product CN(C(CCN(CC1=CC=NC=C1)CCCOC=1C=C2C=CC(N(C2=CC1)C)=O)=O)C1=CC=CC=C1 (N-methyl-3-{N′-[3-(1-methyl-2-oxo-1,2-dihydroquinolin-6-yloxy)propyl]-N′-(pyridin-4-ylmethyl)amino}-N-phenylpropionamide). RXN SMILES: [O-]CC.[Na+].Cl[CH2:6][CH2:7][C:8]([N:10]([CH3:17])[C:11]1[CH:16]=[CH:15][CH:14]=[CH:13][CH:12]=1)=[O:9].[CH3:18][N:19]1[C:28]2[C:23](=[CH:24][C:25]([O:29][CH2:30][CH2:31][CH2:32][NH:33][CH2:34][C:35]3[CH:40]=[CH:39][N:38]=[CH:37][CH:36]=3)=[CH:26][CH:27]=2)[CH:22]=[CH:21][C:20]1=[O:41]>C(O)C>[CH3:17][N:10]([C:11]1[CH:16]=[CH:15][CH:14]=[CH:13][CH:12]=1)[C:8](=[O:9])[CH2:7][CH2:6][N:33]([CH2:32][CH2:31][CH2:30][O:29][C:25]1[CH:24]=[C:23]2[C:28](=[CH:27][CH:26]=1)[N:19]([CH3:18])[C:20](=[O:41])[CH:21]=[CH:22]2)[CH2:34][C:35]1[CH:36]=[CH:37][N:38]=[CH:39][CH:40]=1 |f:0.1|. Isolated yield 2.3%. The reactants are Fc1cc(F)cc(Br)c1, C1CCOC1, [H-], [Na+], O, OCc1ccccc1. The product is Fc1cc(Br)cc(OCc2ccccc2)c1. RXN SMILES: [Br:11][c:12]1[cH:13][c:14]([F:19])[cH:15][c:16]([F:18])[cH:17]1.[CH2:21]1[O:22][CH2:23][CH2:24][CH2:25]1.[H-:1].[Na+:2].[OH2:20].[OH:3][CH2:4][c:5]1[cH:6][cH:7][cH:8][cH:9][cH:10]1>>[O:3]([CH2:4][c:5]1[cH:6][cH:7][cH:8][cH:9][cH:10]1)[c:16]1[cH:15][c:14]([F:19])[cH:13][c:12]([Br:11])[cH:17]1. Reactants: C(CCCCCCC\C=C/CCCCCCCC)C(C=O)CCCCCCCCC\C=C/CCCCCCCC (2,3-di(9-(Z)-octadecenyl)propanal), ( 10 ), 7, [BH4-].[Na+] (Sodium borohydride), Cl (HCl). Solvent: CCOCC (ether), O1CCCC1.CO (tetrahydrofuran methanol). Conditions: temperature 0 celsius, time 8 hour. The product is C(CCCCCCC\C=C/CCCCCCCC)C(CO)CCCCCCCCC\C=C/CCCCCCCC (2,3-Di(9-(Z)-octadecenyl)propan-1-ol). Reaction SMILES: [CH2:1]([CH:19]([CH2:22][CH2:23][CH2:24][CH2:25][CH2:26][CH2:27][CH2:28][CH2:29][CH2:30]/[CH:31]=[CH:32]\[CH2:33][CH2:34][CH2:35][CH2:36][CH2:37][CH2:38][CH2:39][CH3:40])[CH:20]=[O:21])[CH2:2][CH2:3][CH2:4][CH2:5][CH2:6][CH2:7][CH2:8]/[CH:9]=[CH:10]\[CH2:11][CH2:12][CH2:13][CH2:14][CH2:15][CH2:16][CH2:17][CH3:18].[BH4-].[Na+].Cl>O1CCCC1.CO.CCOCC>[CH2:1]([CH:19]([CH2:22][CH2:23][CH2:24][CH2:25][CH2:26][CH2:27][CH2:28][CH2:29][CH2:30]/[CH:31]=[CH:32]\[CH2:33][CH2:34][CH2:35][CH2:36][CH2:37][CH2:38][CH2:39][CH3:40])[CH2:20][OH:21])[CH2:2][CH2:3][CH2:4][CH2:5][CH2:6][CH2:7][CH2:8]/[CH:9]=[CH:10]\[CH2:11][CH2:12][CH2:13][CH2:14][CH2:15][CH2:16][CH2:17][CH3:18] |f:1.2,4.5|. Procedure: Crude 2,3-di(9-(Z)-octadecenyl)propanal of formula (10) from Preparation 7 (10.0 g, 16.9 mmol) was dissolved in tetrahydrofuran/methanol (1:1, 200 ml) and cooled to 0° C. Sodium borohydride (3.13 g, 85.0 mmol) was added and the mixture was stirred overnight. The solution was acidified with 1N HCl to pH<2, diluted with ether, washed with water, concentrated and column chromatographed (chloroform) to give the title compound as an oil. Reactants: CC1=CC2=C(N=CC=C2O)N1 (2-methyl-1H-pyrrolo[2,3-b]pyridin-4-ol), FC=1C=C(C=CC1F)[N+](=O)[O-] (3,4-difluoronitrobenzene), C([O-])([O-])=O.[K+].[K+] (potassium carbonate). Run in CN(C)C=O (DMF), O (water). Conditions: temperature 50 celsius, time 2 hour. Product: FC1=C(ON2C=CC=C3C2=CC(N3)C)C=CC(=C1)[N+](=O)[O-] (4-(2-Fluoro-4-nitrophenoxy)-2-methyl-1H-pyrrolo[2,3-]pyridine). Isolated yield 46.0%. Reaction SMILES: CC1N[C:5]2[N:6]=[CH:7][CH:8]=[C:9](O)[C:4]=2C=1.[F:12][C:13]1[CH:14]=[C:15]([N+:20]([O-:22])=[O:21])[CH:16]=[CH:17]C=1F.[C:23](=[O:26])([O-])[O-].[K+].[K+]>CN(C=O)C.O>[F:12][C:13]1[CH:14]=[C:15]([N+:20]([O-:22])=[O:21])[CH:16]=[CH:17][C:23]=1[O:26][N:6]1[C:5]2=[CH:14][CH:15]([CH3:16])[NH:20][C:4]2=[CH:9][CH:8]=[CH:7]1 |f:2.3.4|. Procedure: A mixture of 2-methyl-1H-pyrrolo[2,3-b]pyridin-4-ol (90 mg, TFA salt, 0.34 mmol), 3,4-difluoronitrobenzene (0.05 mL) and potassium carbonate (100 mg, 0.72 mmol) in DMF (1 mL) was stirred at 50° C. for 2 h. The mixture was diluted with water and extracted with ethyl acetate (3×5 mL). The combined extracts were washed with water, dried (MgSO4) and concentrated in vacuo to afford the crude product, which was purified by preparative HPLC to give the title compound (45 mg, 46%). 1H NMR (CD3OD) δ 8.25...